Dataset: the Open Reaction Database (ORD), a public repository of structured organic reaction records. Task: describe an organic reaction: reactants, conditions, products, and yield The reactants are C(C)(C)(C)OC(=O)N(C(OC(C)(C)C)=O)C1=C(C(=CC=C1F)Br)C (tert-butyl N-tert-butoxycarbonyl-N-(3-bromo-6-fluoro-2-methylphenyl)carbamate), IC (Iodomethane), [NH4+].[Cl-] (NH4Cl), CC1(NC(CCC1)(C)C)C (2,2,6,6-tetramethylpiperidine), [Li]C(C)CC (sec-BuLi). Solvent: C1CCOC1 (THF), C1CCOC1 (THF). Reaction conditions: temperature -65 celsius, time 20 minute. Yields the product C(C)(C)(C)OC(=O)N(C(OC(C)(C)C)=O)C1=C(C(=CC(=C1F)C)Br)C (Tert-butyl N-tert-butoxycarbonyl-N-(3-bromo-6-fluoro-2,5-dimethylphenyl)carbamate). Yield: 85.2%. RXN SMILES: [CH3:1]C1(C)CCCC(C)(C)N1.[Li]C(CC)C.[C:16]([O:20][C:21]([N:23]([C:31]1[C:36]([F:37])=[CH:35][CH:34]=[C:33]([Br:38])[C:32]=1[CH3:39])[C:24](=[O:30])[O:25][C:26]([CH3:29])([CH3:28])[CH3:27])=[O:22])([CH3:19])([CH3:18])[CH3:17].IC.[NH4+].[Cl-]>C1COCC1>[C:16]([O:20][C:21]([N:23]([C:31]1[C:36]([F:37])=[C:35]([CH3:1])[CH:34]=[C:33]([Br:38])[C:32]=1[CH3:39])[C:24](=[O:30])[O:25][C:26]([CH3:29])([CH3:28])[CH3:27])=[O:22])([CH3:17])([CH3:18])[CH3:19] |f:4.5|. Procedure details: To a stirred solution of 2,2,6,6-tetramethylpiperidine (699 mg, 4.9 mmol, 2.0 eq) in THF (7.5 mL) at −50° C. was added sec-BuLi (3.8 mL, 1.3 M, 4.9 mmol, 2.0 eq) dropwise. The reaction was stirred for 20 min at −15° C. to −10° C., then cooled to −65° C. and a solution of tert-butyl N-tert-butoxycarbonyl-N-(3-bromo-6-fluoro-2-methylphenyl)carbamate (See example 13) (1 g, 2.47 mmol, 1.0 eq) in THF (7.5 mL) added dropwise. The reaction was stirred a further 2 h at −65° C. Iodomethane (1.05 g, 7.41 ... The reactants are C(C)(C)NC=1OC(=NN1)C=1C=C2C(=CN(C2=CC1)S(=O)(=O)C1=CC=C(C)C=C1)B1OC(C(O1)(C)C)(C)C (N-isopropyl-5-(3-(4,4,5,5-tetramethyl-1,3,2-dioxaborolan-2-yl)-1-tosyl-1H-indol-5-yl)-1,3,4-oxadiazol-2-amine), ClC1=NC(=CN=C1)C1CC1 (2-chloro-6-cyclopropylpyrazine), C1(CCCCC1)P(C1=C(C=CC=C1)C1=C(C=C(C=C1C(C)C)C(C)C)C(C)C)C1CCCCC1 (dicyclohexyl(2′,4′,6′-triisopropylbiphenyl-2-yl)phosphine), [O-]P(=O)([O-])[O-].[K+].[K+].[K+] (K3PO4). The reagents and catalysts are C=1C=CC(=CC1)/C=C/C(=O)/C=C/C2=CC=CC=C2.C=1C=CC(=CC1)/C=C/C(=O)/C=C/C2=CC=CC=C2.C=1C=CC(=CC1)/C=C/C(=O)/C=C/C2=CC=CC=C2.[Pd].[Pd] (Pd2(dba)3). Conditions: temperature 120 celsius. Yields the product C1(CC1)C1=CN=CC(=N1)C1=CN(C2=CC=C(C=C12)C1=NN=C(O1)NC(C)C)S(=O)(=O)C1=CC=C(C)C=C1 (5-(3-(6-cyclopropylpyrazin-2-yl)-1-tosyl-1H-indol-5-yl)-N-isopropyl-1,3,4-oxadiazol-2-amine). Isolated yield 53.5%. RXN SMILES: [CH:1]([NH:4][C:5]1[O:6][C:7]([C:10]2[CH:11]=[C:12]3[C:16](=[CH:17][CH:18]=2)[N:15]([S:19]([C:22]2[CH:28]=[CH:27][C:25]([CH3:26])=[CH:24][CH:23]=2)(=[O:21])=[O:20])[CH:14]=[C:13]3B2OC(C)(C)C(C)(C)O2)=[N:8][N:9]=1)([CH3:3])[CH3:2].Cl[C:39]1[CH:44]=[N:43][CH:42]=[C:41]([CH:45]2[CH2:47][CH2:46]2)[N:40]=1.C1(P(C2CCCCC2)C2C=CC=CC=2C2C(C(C)C)=CC(C(C)C)=CC=2C(C)C)CCCCC1.[O-]P([O-])([O-])=O.[K+].[K+].[K+]>C1C=CC(/C=C/C(/C=C/C2C=CC=CC=2)=O)=CC=1.C1C=CC(/C=C/C(/C=C/C2C=CC=CC=2)=O)=CC=1.C1C=CC(/C=C/C(/C=C/C2C=CC=CC=2)=O)=CC=1.[Pd].[Pd]>[CH:45]1([C:41]2[N:40]=[C:39]([C:13]3[C:12]4[C:16](=[CH:17][CH:18]=[C:10]([C:7]5[O:6][C:5]([NH:4][CH:1]([CH3:3])[CH3:2])=[N:9][N:8]=5)[CH:11]=4)[N:15]([S:19]([C:22]4[CH:28]=[CH:27][C:25]([CH3:26])=[CH:24][CH:23]=4)(=[O:20])=[O:21])[CH:14]=3)[CH:44]=[N:43][CH:42]=2)[CH2:47][CH2:46]1 |f:3.4.5.6,7.8.9.10.11|. Procedure details: To a 20 mL microwave vial was added N-isopropyl-5-(3-(4,4,5,5-tetramethyl-1,3,2-dioxaborolan-2-yl)-1-tosyl-1H-indol-5-yl)-1,3,4-oxadiazol-2-amine (167 mg, 0.379 mmol), 2-chloro-6-cyclopropylpyrazine (CombiPhos Catalyst Inc., 64.5 mg, 0.42 mmoles), dicyclohexyl(2′,4′,6′-triisopropylbiphenyl-2-yl)phosphine (10.9 mg, 0.023 mmol), Pd2(dba)3 (10.4 mg, 0.011 mmol), and K3PO4 (242 mg, 1.138 mmol) followed by purging with argon. The solids were treated with dioxane (4.0 mL) and H2O (0.4 mL) and heated i...